This data is from the Open Reaction Database (ORD), a public repository of structured organic reaction records. The task is: describe an organic reaction: reactants, conditions, products, and yield The reactants are CC=1C=C2CCC(C2=CC1C)O (5,6-dimethyl-1-indanol), N1=CC=CC=C1 (pyridine), C1(=CC=C(C=C1)S(=O)(=O)Cl)C (p-toluenesulfonyl chloride). Solvent: C1(=CC=CC=C1)C (toluene). Yields the product CC=1C=C2C=CCC2=CC1C (5,6-dimethylindene). Yield: 82.2%. RXN SMILES: [CH3:1][C:2]1[CH:3]=[C:4]2[C:8](=[CH:9][C:10]=1[CH3:11])[CH:7](O)[CH2:6][CH2:5]2.N1C=CC=CC=1.C1(C)C=CC(S(Cl)(=O)=O)=CC=1>C1(C)C=CC=CC=1>[CH3:1][C:2]1[CH:3]=[C:4]2[C:8](=[CH:9][C:10]=1[CH3:11])[CH2:7][CH:6]=[CH:5]2. Procedure: A 1 L three-neck round bottom flask equipped with a condenser, mechanical stirrer, nitrogen inlet and a thermometer was charged with 5,6-dimethyl-1-indanol (41.25 g, 0.254 mol), toluene (250 mL), pyridine (250 mL, 3.1 mol), and p-toluenesulfonyl chloride (52.0 g, 0.273 mol). The mixture was heated to reflux and dehydration was monitored by GC. After 2.5 hours at reflux the reaction mixture was cooled, quenched in 5% HCl (1.2 L ice-water), and extracted with diethyl ether (500 mL). The organic ph... The reactants are [BH4-], CI, COC(=O)C(C)(C)n1cnc([N+](=O)[O-])c1, CO, [H-], [Na+], [Na+]. Yields the product COCC(C)(C)n1cnc([N+](=O)[O-])c1. RXN SMILES: [BH4-:16].[CH3:18][I:19].[CH3:1][O:2][C:3]([C:4]([CH3:5])([n:6]1[cH:7][n:8][c:9]([N+:11](=[O:12])[O-:13])[cH:10]1)[CH3:14])=[O:15].[CH3:22][OH:23].[H-:20].[Na+:17].[Na+:21]>>[CH3:1][O:2][CH2:3][C:4]([CH3:5])([n:6]1[cH:7][n:8][c:9]([N+:11](=[O:12])[O-:13])[cH:10]1)[CH3:14]. Starting materials: CNC=NC1=NC=CC=C1 (N-methyl-N'-(2-pyridyl)-formamidine), CC1=C(C=CC(=C1)C)[N+]#[C-] (2,4-dimethylphenylisocyanide), cuprous oxide. The solvent is C1(=CC=CC=C1)C (toluene). Yields the product CC1=C(C=CC(=C1)C)N=CN(C=NC1=NC=CC=C1)C (5-(2,4-dimethylphenyl)-3-methyl-1-(2-pyridyl)-1,3,5-triazapenta-1,4-diene). Yield: 20.5%. As a reaction SMILES: [CH3:1][NH:2][CH:3]=[N:4][C:5]1[CH:10]=[CH:9][CH:8]=[CH:7][N:6]=1.[CH3:11][C:12]1[CH:17]=[C:16]([CH3:18])[CH:15]=[CH:14][C:13]=1[N+:19]#[C-:20]>C1(C)C=CC=CC=1>[CH3:11][C:12]1[CH:17]=[C:16]([CH3:18])[CH:15]=[CH:14][C:13]=1[N:19]=[CH:20][N:2]([CH3:1])[CH:3]=[N:4][C:5]1[CH:10]=[CH:9][CH:8]=[CH:7][N:6]=1. Procedure details: A mixture of N-methyl-N'-(2-pyridyl)-formamidine (2.5 g, 0.0185 m), 2,4-dimethylphenylisocyanide (2.4 g, 0.0185 m), cuprous oxide (trace amount) and dry toluene (60 ml) was heated on a steam bath with occasional agitation for 4 hours. The reaction mixture was then cooled, filtered through "Hyflo" (diatomaceous earth) and alumina, and the toluene filtrate evaporated to dryness in vacuo to yield a viscous oil. The oil was triturated with 60°-80° petroleum ether to yield a white solid. Crystallisat... The reactants are solution, Cl (HCl), C(CCC)(=O)O[C@H]1C(OC=2C=C(C=3C(C=4C=C5C(=NC4N(C3C2[C@H]1O)C)C=CC=C5)=O)OC)(C)C ((±)-cis 1-Hydroxy-6-methoxy-3,3,14-trimethyl-7-oxo-2,3,7,14-tetrahydro-1H-benzo[b]chromeno[6,5-g][1,8]naphthyridin-2-yl butyrate). Solvent: ClCCl (dichloromethane). Run at time 3 day. Yields the product C(CCC)(=O)OC=1C(OC=2C=C(C=3C(C=4C=C5C(=NC4N(C3C2C1)C)C=CC=C5)=O)OC)(C)C (6-Methoxy-3,3,14-trimethyl-7-oxo-7,14-dihydro-3H-benzo[b]chromeno[6,5-g][1,8]naphthyridin-2-yl butyrate). Reaction SMILES: Cl.[C:2]([O:7][C@@H:8]1[C@H:25](O)[C:24]2[C:23]3[N:22]([CH3:27])[C:21]4[N:20]=[C:19]5[CH:28]=[CH:29][CH:30]=[CH:31][C:18]5=[CH:17][C:16]=4[C:15](=[O:32])[C:14]=3[C:13]([O:33][CH3:34])=[CH:12][C:11]=2[O:10][C:9]1([CH3:36])[CH3:35])(=[O:6])[CH2:3][CH2:4][CH3:5]>ClCCl>[C:2]([O:7][C:8]1[C:9]([CH3:35])([CH3:36])[O:10][C:11]2[CH:12]=[C:13]([O:33][CH3:34])[C:14]3[C:15](=[O:32])[C:16]4[CH:17]=[C:18]5[CH:31]=[CH:30][CH:29]=[CH:28][C:19]5=[N:20][C:21]=4[N:22]([CH3:27])[C:23]=3[C:24]=2[CH:25]=1)(=[O:6])[CH2:3][CH2:4][CH3:5]. Procedure details: Add 4 drops of a 10% solution of HCl to a solution of 0.29 mmol of the compound of Example 13 in 6 ml of dichloromethane. The reaction mixture is stirred for 3 days at ambient temperature and then dried and concentrated under reduced pressure. Chromatography of the residue on silica gel (dichloromethane/methanol gradient) allows the expected product to be isolated. The reactants are C1(CCCC1)N(C(NC=1SC(=CN1)SCC(=O)O)=O)[C@@H]1CC[C@H](CC1)OC ({2-[3-cyclopentyl-3-(trans-4-methoxy-cyclohexyl)-ureido]-thiazol-5-ylsulfanyl}-acetic acid), methyl ester, C1(CCCCC1)NC1CCCCC1 (dicyclohexylamine), C(C)OC(CCSCC=1N=C(SC1)N)=O (3-(2-amino-thiazol-4-ylmethylsulfanyl)-propionic acid ethyl ester). The product is C1(CCCCC1)N(C(NC=1SC=C(N1)CSCCC(=O)O)=O)C1CCCCC1 (3-[2-(3,3-Dicyclohexyl-ureido)-thiazol-4-ylmethylsulfanyl]-propionic acid). RXN SMILES: C1(N([C@H]2CC[C@H](OC)CC2)[C:7](=[O:19])[NH:8][C:9]2[S:10][C:11](SCC(O)=O)=[CH:12][N:13]=2)CCCC1.[CH:28]1([NH:34][CH:35]2[CH2:40][CH2:39][CH2:38][CH2:37][CH2:36]2)[CH2:33][CH2:32][CH2:31][CH2:30][CH2:29]1.C([O:43][C:44](=[O:55])[CH2:45][CH2:46][S:47][CH2:48]C1N=C(N)SC=1)C>>[CH:35]1([N:34]([CH:28]2[CH2:29][CH2:30][CH2:31][CH2:32][CH2:33]2)[C:7](=[O:19])[NH:8][C:9]2[S:10][CH:11]=[C:12]([CH2:48][S:47][CH2:46][CH2:45][C:44]([OH:55])=[O:43])[N:13]=2)[CH2:36][CH2:37][CH2:38][CH2:39][CH2:40]1. Reported procedure: Prepared in accordance with the procedure for the synthesis of {2-[3-cyclopentyl-3-(trans-4-methoxy-cyclohexyl)-ureido]-thiazol-5-ylsulfanyl}-acetic acid using dicyclohexylamine and 3-(2-amino-thiazol-4-ylmethylsulfanyl)-propionic acid ethyl ester prepared in analogy to the methyl ester described in WO 2004/002481). Starting materials: C1(CC1)C=1C(=CC(=C(C(=O)O)C1)F)OCC1(CCCCC1)C(F)(F)F (5-cyclopropyl-2-fluoro-4-((1-(trifluoromethyl)-cyclohexyl)methoxy)benzoic acid), FC1CN(C1)S(=O)(=O)N (3-fluoroazetidine-1-sulfonamide), C1(CCCCC1)COC1=CC(=C(C(=O)O)C=C1C1CC1)F (4-(cyclohexylmethoxy)-5-cyclopropyl-2-fluorobenzoic acid), CS(=O)(=O)N (methanesulfonamide). As a reaction SMILES: [CH:1]1([C:4]2[C:5]([O:14][CH2:15][C:16]3(C(F)(F)F)[CH2:21][CH2:20][CH2:19][CH2:18][CH2:17]3)=[CH:6][C:7]([F:13])=[C:8]([CH:12]=2)[C:9]([OH:11])=O)[CH2:3][CH2:2]1.C1(COC2C(C3CC3)=CC(C(O)=O)=C(F)C=2)CCCCC1.CS(N)(=O)=O.[F:52][CH:53]1[CH2:56][N:55]([S:57]([NH2:60])(=[O:59])=[O:58])[CH2:54]1>>[CH:16]1([CH2:15][O:14][C:5]2[C:4]([CH:1]3[CH2:3][CH2:2]3)=[CH:12][C:8]([C:9]([NH:60][S:57]([N:55]3[CH2:56][CH:53]([F:52])[CH2:54]3)(=[O:59])=[O:58])=[O:11])=[C:7]([F:13])[CH:6]=2)[CH2:17][CH2:18][CH2:19][CH2:20][CH2:21]1. Reported procedure: Following the procedure as described in Example 158 step 5, and making variations as required to replace 5-cyclopropyl-2-fluoro-4-((1-(trifluoromethyl)-cyclohexyl)methoxy)benzoic acid with 4-(cyclohexylmethoxy)-5-cyclopropyl-2-fluorobenzoic acid and to replace methanesulfonamide with 3-fluoroazetidine-1-sulfonamide, the title compound was obtained (0.09 g, 35%) as a colorless solid: 1H NMR (300 MHz, CDCl3) δ8.80-8.64 (m, 1H), 7.62-7.52 (m, 1H), 6.64-6.52 (m, 1H), 5.45-5.12 (m, 1H), 4.59-4.31 (m,... Yields the product C1(CCCCC1)COC1=CC(=C(C(=O)NS(=O)(=O)N2CC(C2)F)C=C1C1CC1)F (4-(cyclohexylmethoxy)-5-cyclopropyl-2-fluoro-N-((3-fluoroazetidin-1-yl)sulfonyl)benzamide).